Dataset: the Open Reaction Database (ORD), a public repository of structured organic reaction records. Task: describe an organic reaction: reactants, conditions, products, and yield Reactants: O=[N+]([O-])c1scc(Br)c1Br, CCCC[Sn](CCCC)(CCCC)c1ncco1, CN(C)C=O, c1ccc(P(c2ccccc2)(c2ccccc2)[Pd](P(c2ccccc2)(c2ccccc2)c2ccccc2)(P(c2ccccc2)(c2ccccc2)c2ccccc2)P(c2ccccc2)(c2ccccc2)c2ccccc2)cc1. As a reaction SMILES: [Br:1][c:2]1[c:3]([N+:8](=[O:9])[O-:10])[s:4][cH:5][c:6]1[Br:7].[CH2:11]([Sn:12]([CH2:13][CH2:14][CH2:15][CH3:21])([c:16]1[o:17][cH:18][cH:19][n:20]1)[CH2:22][CH2:23][CH2:24][CH3:25])[CH2:26][CH2:27][CH3:28].[O:29]=[CH:30][N:31]([CH3:32])[CH3:33].[cH:34]1[cH:35][cH:36][c:37]([P:38]([Pd:39]([P:40]([c:41]2[cH:42][cH:43][cH:44][cH:45][cH:46]2)([c:47]2[cH:48][cH:49][cH:50][cH:51][cH:52]2)[c:53]2[cH:54][cH:55][cH:56][cH:57][cH:58]2)([P:59]([c:60]2[cH:61][cH:62][cH:63][cH:64][cH:65]2)([c:66]2[cH:67][cH:68][cH:69][cH:70][cH:71]2)[c:72]2[cH:73][cH:74][cH:75][cH:76][cH:77]2)[P:78]([c:79]2[cH:80][cH:81][cH:82][cH:83][cH:84]2)([c:85]2[cH:86][cH:87][cH:88][cH:89][cH:90]2)[c:91]2[cH:92][cH:93][cH:94][cH:95][cH:96]2)([c:97]2[cH:98][cH:99][cH:100][cH:101][cH:102]2)[c:103]2[cH:104][cH:105][cH:106][cH:107][cH:108]2)[cH:109][cH:110]1>>[c:2]1(-[c:16]2[o:17][cH:18][cH:19][n:20]2)[c:3]([N+:8](=[O:9])[O-:10])[s:4][cH:5][c:6]1[Br:7]. The product is O=[N+]([O-])c1scc(Br)c1-c1ncco1. Reactants: [Br-], [Mg+]C1CCCCC1, Cc1oc(-c2ccc(F)cc2)cc1C=O, C1CCOC1. Yields the product Cc1oc(-c2ccc(F)cc2)cc1C(O)C1CCCCC1. RXN SMILES: [Br-:21].[CH:22]1([Mg+:28])[CH2:23][CH2:24][CH2:25][CH2:26][CH2:27]1.[F:1][c:2]1[cH:3][cH:4][c:5](-[c:8]2[cH:9][c:10]([CH:14]=[O:15])[c:11]([CH3:13])[o:12]2)[cH:6][cH:7]1.[O:16]1[CH2:17][CH2:18][CH2:19][CH2:20]1>>[F:1][c:2]1[cH:3][cH:4][c:5](-[c:8]2[cH:9][c:10]([CH:14]([OH:15])[CH:22]3[CH2:23][CH2:24][CH2:25][CH2:26][CH2:27]3)[c:11]([CH3:13])[o:12]2)[cH:6][cH:7]1. Reactants: Cc1noc(C)c1S(=O)(=O)Cl, Cc1ccccc1, Nc1cc(-c2ncc(C(F)(F)F)cc2Cl)ccc1Cl, c1ccncc1. The product is Cc1noc(C)c1S(=O)(=O)Nc1cc(-c2ncc(C(F)(F)F)cc2Cl)ccc1Cl. As a reaction SMILES: [CH3:20][c:21]1[n:22][o:23][c:24]([CH3:30])[c:25]1[S:26](=[O:27])(=[O:28])[Cl:29].[CH3:31][c:32]1[cH:33][cH:34][cH:35][cH:36][cH:37]1.[NH2:1][c:2]1[cH:3][c:4](-[c:9]2[n:10][cH:11][c:12]([C:16]([F:17])([F:18])[F:19])[cH:13][c:14]2[Cl:15])[cH:5][cH:6][c:7]1[Cl:8].[cH:38]1[cH:39][cH:40][n:41][cH:42][cH:43]1>>[NH:1]([c:2]1[cH:3][c:4](-[c:9]2[n:10][cH:11][c:12]([C:16]([F:17])([F:18])[F:19])[cH:13][c:14]2[Cl:15])[cH:5][cH:6][c:7]1[Cl:8])[S:26]([c:25]1[c:21]([CH3:20])[n:22][o:23][c:24]1[CH3:30])(=[O:27])=[O:28]. Starting materials: C1(C=2C(C(N1)=O)=CC=CC2)=O (phthalimide), C(C=C)OC=1C=C(N)C(=CC1Cl)Cl (3-(allyloxy)-4,6-dichloroaniline), C1(C=2C(C(=O)O1)=CC=CC2)=O (phthalic anhydride), NC1(C=CC(=C2C1CC(O2)C)Cl)F (4-amino-7-chloro-4-fluoro-2,3-dihydro-2-methyl-benzofuran), C(C=C)OC=1C=C(N)C(=CC1Cl)F (3-(allyloxy)-4-chloro-6-fluoroaniline). Product: NC1=C(C=C(C2=C1CC(O2)C)Cl)Cl (4-amino-5,7-dichloro-2,3-dihydro-2-methylbenzofuran). Reaction SMILES: [CH2:1]([O:4][C:5]1[CH:6]=[C:7]([C:9]([Cl:13])=[CH:10][C:11]=1[Cl:12])[NH2:8])[CH:2]=C.[C:14]1(=O)OC(=O)C2=CC=CC=C12.C(OC1C=C(C(F)=CC=1Cl)N)C=C.C1(=O)NC(=O)C2=CC=CC=C12.NC1(F)C2CC(C)OC2=C(Cl)C=C1>>[NH2:8][C:7]1[C:6]2[CH2:14][CH:1]([CH3:2])[O:4][C:5]=2[C:11]([Cl:12])=[CH:10][C:9]=1[Cl:13]. Procedure: 4-amino-5,7-dichloro-2,3-dihydro-2-methylbenzofuran (38A) was prepared as an orange oil in four steps from 3-(allyloxy)-4,6-dichloroaniline and phthalic anhydride by the procedures described for preparing Example 19 from 19A, followed by hydrazinolysis of the phthalimide intermediate as described for the preparation of 37A. Reactants: Cc1cc(COc2ccc(S(=O)(=O)NC3CCCC3(F)C(=O)NOC(C)(C)C)cc2)c2ccccc2n1, CC[SiH](CC)CC, O=C(O)C(F)(F)F. Product: Cc1cc(COc2ccc(S(=O)(=O)NC3CCCC3(F)C(=O)NO)cc2)c2ccccc2n1. Reaction SMILES: [C:8]([CH3:9])([CH3:10])([CH3:11])[O:12][NH:13][C:14](=[O:15])[C:16]1([F:44])[CH:17]([NH:21][S:22](=[O:23])(=[O:24])[c:25]2[cH:26][cH:27][c:28]([O:31][CH2:32][c:33]3[cH:34][c:35]([CH3:43])[n:36][c:37]4[cH:38][cH:39][cH:40][cH:41][c:42]34)[cH:29][cH:30]2)[CH2:18][CH2:19][CH2:20]1.[CH2:1]([SiH:2]([CH2:3][CH3:4])[CH2:5][CH3:6])[CH3:7].[OH:45][C:46]([C:47]([F:48])([F:49])[F:50])=[O:51]>>[OH:12][NH:13][C:14](=[O:15])[C:16]1([F:44])[CH:17]([NH:21][S:22](=[O:23])(=[O:24])[c:25]2[cH:26][cH:27][c:28]([O:31][CH2:32][c:33]3[cH:34][c:35]([CH3:43])[n:36][c:37]4[cH:38][cH:39][cH:40][cH:41][c:42]34)[cH:29][cH:30]2)[CH2:18][CH2:19][CH2:20]1. The reactants are F[C@@H]1[C@@H]2C=3C=CC(=CC3C[C@H]([C@H]2[C@@H]2CCC([C@@]2(C)C1)=O)CCCCCCNC)O (11β-fluoro-3-hydroxy-7α-[6-(methyl-amino)-hexyl]-estra-1,3,5(10)-trien-17-one), FC(CCCCCCCOS(=O)(=O)C1=CC=C(C)C=C1)(C(F)(F)F)F (8,8,9,9,9-pentafluorononyltosylate), C([O-])(O)=O.[Na+] (sodium bicarbonate). Solvent: CN(C=O)C (dimethylformamide). Product: F[C@@H]1[C@@H]2C=3C=CC(=CC3C[C@H]([C@H]2[C@@H]2CCC([C@@]2(C)C1)=O)CCCCCCN(CCCCCCCC(C(F)(F)F)(F)F)C)O (11β-fluoro-3-hydroxy-7α-{6-[methyl-(8,8,9,9,9-pentafluoro-nonyl)-amino]-hexyl}-estra-1,3,5(10)-trien-17-one). RXN SMILES: [F:1][C@H:2]1[CH2:19][C@@:17]2([CH3:18])[C@@H:13]([CH2:14][CH2:15][C:16]2=[O:20])[C@H:12]2[C@H:3]1[C:4]1[CH:5]=[CH:6][C:7]([OH:29])=[CH:8][C:9]=1[CH2:10][C@H:11]2[CH2:21][CH2:22][CH2:23][CH2:24][CH2:25][CH2:26][NH:27][CH3:28].[F:30][C:31]([F:54])([C:50]([F:53])([F:52])[F:51])[CH2:32][CH2:33][CH2:34][CH2:35][CH2:36][CH2:37]COS(C1C=CC(C)=CC=1)(=O)=O.[C:55](=O)(O)[O-].[Na+]>CN(C)C=O>[F:1][C@H:2]1[CH2:19][C@@:17]2([CH3:18])[C@@H:13]([CH2:14][CH2:15][C:16]2=[O:20])[C@H:12]2[C@H:3]1[C:4]1[CH:5]=[CH:6][C:7]([OH:29])=[CH:8][C:9]=1[CH2:10][C@H:11]2[CH2:21][CH2:22][CH2:23][CH2:24][CH2:25][CH2:26][N:27]([CH3:55])[CH2:28][CH2:37][CH2:36][CH2:35][CH2:34][CH2:33][CH2:32][C:31]([F:30])([F:54])[C:50]([F:51])([F:52])[F:53] |f:2.3|. Reported procedure: A solution of 381 mg of 11β-fluoro-3-hydroxy-7α-[6-(methyl-amino)-hexyl]-estra-1,3,5(10)-trien-17-one in 5 ml of dimethylformamide is stirred with 200 mg of 8,8,9,9,9-pentafluorononyltosylate for 2 hours at a bath temperature of 100° C. Then, it is added to semi-saturated sodium bicarbonate solution, extracted three times with methylene chloride, dried on magnesium sulfate, concentrated by evaporation in a vacuum and chromatographed on silica gel with dichloromethane/methanol. 90 mg of 11β-fluor...